describe an organic reaction: reactants, conditions, products, and yield From a dataset of the Open Reaction Database (ORD), a public repository of structured organic reaction records. Starting materials: CCCCCC.C(C)(=O)OCC (hexane ethyl acetate), C(N(C)C)#N (azaisobutyronitrile), C(CCC)[SnH](CCCC)CCCC (tributyltin hydride), ClC1C(C2(C=CC(C1(OC)OC)(O2)C)C)=O (3-chloro-4,4-dimethoxy-1,5-dimethyl-8-oxa-bicyclo[3.2.1]oct-6-en-2-one). Reported procedure: 2.2 g (8.92 mmol) of 3-chloro-4,4-dimethoxy-1,5-dimethyl-8-oxa-bicyclo[3.2.1]oct-6-en-2-one in 240 ml of toluene are degassed, with heating at reflux temperature, and a catalytic amount of 66 mg of azaisobutyronitrile (AIBN) and a solution of 5.9 ml (22.3 mmol) of tributyltin hydride are added in succession. The reaction mixture is maintained at reflux temperature for a further 20 minutes to complete the reaction (TLC monitoring: hexane/ethyl acetate 4:1). The reaction mixture is then concentrat... Run in C1(=CC=CC=C1)C (toluene). Yields the product COC1(CC(C2(C=CC1(O2)C)C)=O)OC (4,4-dimethoxy-1,5-dimethyl-8-oxa-bicyclo[3.2.1]oct-6-en-2-one). Reaction SMILES: Cl[CH:2]1[C:8]([O:11][CH3:12])([O:9][CH3:10])[C:7]2([CH3:14])[O:13][C:4]([CH3:15])([CH:5]=[CH:6]2)[C:3]1=[O:16].C(#N)N(C)C.C([SnH](CCCC)CCCC)CCC.CCCCCC.C(OCC)(=O)C>C1(C)C=CC=CC=1>[CH3:10][O:9][C:8]1([O:11][CH3:12])[C:7]2([CH3:14])[O:13][C:4]([CH3:15])([CH:5]=[CH:6]2)[C:3](=[O:16])[CH2:2]1 |f:3.4|. Reactants: ClCCl, CC(=O)c1cccc(C)c1N, O=C(Cl)CCl, c1ccncc1. Product: CC(=O)c1cccc(C)c1NC(=O)CCl. Reaction SMILES: [CH2:23]([Cl:24])[Cl:25].[CH3:1][c:2]1[c:3]([NH2:4])[c:5]([C:9]([CH3:10])=[O:11])[cH:6][cH:7][cH:8]1.[Cl:18][CH2:19][C:20](=[O:21])[Cl:22].[cH:12]1[cH:13][cH:14][n:15][cH:16][cH:17]1>>[CH3:1][c:2]1[c:3]([NH:4][C:20]([CH2:19][Cl:18])=[O:21])[c:5]([C:9]([CH3:10])=[O:11])[cH:6][cH:7][cH:8]1. The reactants are CS(=O)(=O)Nc1cc([N+](=O)[O-])ccc1Br, O=C([O-])[O-], C=CCBr, CCC(C)=O, [Cs+], [Cs+]. Yields the product C=CCN(c1cc([N+](=O)[O-])ccc1Br)S(C)(=O)=O. As a reaction SMILES: [Br:5][c:6]1[c:7]([NH:15][S:16](=[O:17])(=[O:18])[CH3:19])[cH:8][c:9]([N+:12](=[O:13])[O-:14])[cH:10][cH:11]1.[C:20](=[O:21])([O-:22])[O-:23].[CH2:1]([CH:2]=[CH2:3])[Br:4].[CH3:26][C:27]([CH2:28][CH3:29])=[O:30].[Cs+:24].[Cs+:25]>>[CH2:1]=[CH:2][CH2:3][N:15]([c:7]1[c:6]([Br:5])[cH:11][cH:10][c:9]([N+:12](=[O:13])[O-:14])[cH:8]1)[S:16](=[O:17])(=[O:18])[CH3:19]. Reaction SMILES: [N:1]1[C:10]2[C:5](=[CH:6][CH:7]=[CH:8][CH:9]=2)[CH:4]=[CH:3][C:2]=1[CH2:11][O:12][C:13]1[CH:20]=[CH:19][C:16]([CH2:17]O)=[CH:15][CH:14]=1.[Cl:21]C1C=C2C(C=CC(COC3C=CC(CO)=CC=3)=N2)=CC=1>>[N:1]1[C:10]2[C:5](=[CH:6][CH:7]=[CH:8][CH:9]=2)[CH:4]=[CH:3][C:2]=1[CH2:11][O:12][C:13]1[CH:20]=[CH:19][C:16]([CH2:17][Cl:21])=[CH:15][CH:14]=1. Yields the product N1=C(C=CC2=CC=CC=C12)COC1=CC=C(CCl)C=C1 (4-(Quinolin-2-ylmethoxy)benzyl chloride). Reactants: N1=C(C=CC2=CC=CC=C12)COC1=CC=C(CO)C=C1 (4-(quinolin-2-ylmethoxy)benzyl alcohol), ClC1=CC=C2C=CC(=NC2=C1)COC1=CC=C(CO)C=C1 (4-(7-chloroquinolin-2-ylmethoxy)benzyl alcohol). Reported procedure: The procedure from Example 6, part B was used except 4-(quinolin-2-ylmethoxy)benzyl alcohol was substituted for 4-(7-chloroquinolin-2-ylmethoxy)benzyl alcohol. The intermediate was obtained in 47% yield. Isolated yield 47.0%. Reactants: COC=1C=CC=C2C(=CC=C(C12)NC(C)=O)S(=O)(=O)O (8-Methoxy-1-acetylaminonaphthalene-4-sulfonic acid), Cl (hydrochloric acid). The product is COC=1C=CC=C2C(=CC=C(C12)N)S(=O)(=O)O (8-Methoxy-1-aminonaphthalene-4-sulfonic acid). As a reaction SMILES: [CH3:1][O:2][C:3]1[CH:4]=[CH:5][CH:6]=[C:7]2[C:12]=1[C:11]([NH:13]C(=O)C)=[CH:10][CH:9]=[C:8]2[S:17]([OH:20])(=[O:19])=[O:18].Cl>>[CH3:1][O:2][C:3]1[CH:4]=[CH:5][CH:6]=[C:7]2[C:12]=1[C:11]([NH2:13])=[CH:10][CH:9]=[C:8]2[S:17]([OH:20])(=[O:19])=[O:18]. Procedure: 8-Methoxy-1-acetylaminonaphthalene-4-sulfonic acid is suspended in 20%-strength hydrochloric acid and the suspension is heated under a reflux condenser while stirring at 90°-100° C. After approx 1-11/2 hours, the deacetylation is complete. The mixture is allowed to cool to 20°-25° C., the slightly pink-colored crystals are filtered off by suction, they are washed on the sintered disk filter funnel with water and then dried in a vacuum drying oven at 50°-60° C.